From a dataset of the Open Reaction Database (ORD), a public repository of structured organic reaction records. describe an organic reaction: reactants, conditions, products, and yield The reactants are FC=1C=C(C=CC1)CN1C2=CC=CC(=C2C=2C(=CC(=CC12)C)OCC(=O)OC)C(N)=O ({9-[(3-fluorophenyl)methyl]-2-methyl-5-carbamoylcarbazol-4-yl}oxyacetic acid, methyl ester), [OH-].[Na+] (NaOH). Run in C(C)O (ethanol). The product is FC=1C=C(C=CC1)CN1C2=CC=CC(=C2C=2C(=CC(=CC12)C)OCC(=O)O)C(N)=O ({9-[(3-fluorophenyl)methyl]-2-methyl-5-carbamoylcarbazol-4-yl}oxyacetic acid). Isolated yield 16.7%. RXN SMILES: [F:1][C:2]1[CH:3]=[C:4]([CH2:8][N:9]2[C:21]3[CH:20]=[C:19]([CH3:22])[CH:18]=[C:17]([O:23][CH2:24][C:25]([O:27]C)=[O:26])[C:16]=3[C:15]3[C:10]2=[CH:11][CH:12]=[CH:13][C:14]=3[C:29](=[O:31])[NH2:30])[CH:5]=[CH:6][CH:7]=1.[OH-].[Na+]>C(O)C>[F:1][C:2]1[CH:3]=[C:4]([CH2:8][N:9]2[C:21]3[CH:20]=[C:19]([CH3:22])[CH:18]=[C:17]([O:23][CH2:24][C:25]([OH:27])=[O:26])[C:16]=3[C:15]3[C:10]2=[CH:11][CH:12]=[CH:13][C:14]=3[C:29](=[O:31])[NH2:30])[CH:5]=[CH:6][CH:7]=1 |f:1.2|. Procedure: A solution of {9-[(3-fluorophenyl)methyl]-2-methyl-5-carbamoylcarbazol-4-yl}oxyacetic acid, methyl ester (68.3 mg, 0.162 mM) and 0.81 mL (1.6 mM) of 2 N NaOH in 8.1 mL of ethanol was stirred for 30 minutes at 25° C. The resultant white precipitate was collected by filtration, washed with a small amount of EtOH, then dried in vacuo to afford 11 mg (16%) of {9-[(3-fluorophenyl)methyl]-2-methyl-5-carbamoylcarbazol-4-yl}oxyacetic acid, sodium salt as a white powder. The filtrate was acidified with 1... The reactants are O=C1CCc2ccccc21, CO, Cl, NO, c1ccncc1. Yields the product ON=C1CCc2ccccc21. Reaction SMILES: [C:1]1(=[O:10])[CH2:2][CH2:3][c:4]2[cH:5][cH:6][cH:7][cH:8][c:9]21.[CH3:14][OH:15].[ClH:11].[NH2:12][OH:13].[cH:16]1[cH:17][cH:18][n:19][cH:20][cH:21]1>>[C:1]1(=[N:12][OH:13])[CH2:2][CH2:3][c:4]2[cH:5][cH:6][cH:7][cH:8][c:9]21. The reactants are [N+](=O)([O-])C1=CC(=C(C(=O)OC2CCN(CC2)CC2=CC=CC=C2)C=C1)NC(C(F)(F)F)=O (1-benzyl-piperidin-4-yl 4-nitro-2-trifluoroacetamido-benzoate), [Cl-].[Na+] (sodium chloride). Solvent: N1CCCCC1 (piperidine). Run at time 20 hour. The product is NC1=C(C(=O)OC2CCN(CC2)CC2=CC=CC=C2)C=CC(=C1)[N+](=O)[O-] (1-benzyl-piperidin-4-yl 2-amino-4-nitro-benzoate). Isolated yield 92.3%. Reaction SMILES: [N+:1]([C:4]1[CH:25]=[CH:24][C:7]([C:8]([O:10][CH:11]2[CH2:16][CH2:15][N:14]([CH2:17][C:18]3[CH:23]=[CH:22][CH:21]=[CH:20][CH:19]=3)[CH2:13][CH2:12]2)=[O:9])=[C:6]([NH:26]C(=O)C(F)(F)F)[CH:5]=1)([O-:3])=[O:2].[Cl-].[Na+]>N1CCCCC1>[NH2:26][C:6]1[CH:5]=[C:4]([N+:1]([O-:3])=[O:2])[CH:25]=[CH:24][C:7]=1[C:8]([O:10][CH:11]1[CH2:12][CH2:13][N:14]([CH2:17][C:18]2[CH:23]=[CH:22][CH:21]=[CH:20][CH:19]=2)[CH2:15][CH2:16]1)=[O:9] |f:1.2|. Procedure: 0.275 g (0.00061 mol) of 1-benzyl-piperidin-4-yl 4-nitro-2-trifluoroacetamido-benzoate was suspended in 12 ml of 1N aqueous piperidine in an ultrasound bath for 1/2 hr. and subsequently stirred at room temperature for 20 hrs. The suspension was treated with semi-saturated aqueous sodium chloride solution and extracted with ethyl acetate. The organic phases were dried over sodium sulfate, concentrated and chromatographed on silica gel with ethyl acetate/hexane (1:2). 0.20 g (92%) of 1-benzyl-pipe... The reactants are ClC1=CC(=NC=N1)N1CCC(CC1)C1CCN(CC1)C(=O)OC(C)(C)C (tert-butyl 1′-(6-chloropyrimidin-4-yl)-4,4′-bipiperidine-1-carboxylate), CN (methyl amine). The solvent is CO (MeOH). Reaction conditions: temperature 50 celsius. Yields the product CNC1=CC(=NC=N1)N1CCC(CC1)C1CCN(CC1)C(=O)OC(C)(C)C (tert-butyl 1′-[6-(methylamino)pyrimidin-4-yl]-4,4′-bipiperidine-1-carboxylate). Reaction SMILES: Cl[C:2]1[N:7]=[CH:6][N:5]=[C:4]([N:8]2[CH2:13][CH2:12][CH:11]([CH:14]3[CH2:19][CH2:18][N:17]([C:20]([O:22][C:23]([CH3:26])([CH3:25])[CH3:24])=[O:21])[CH2:16][CH2:15]3)[CH2:10][CH2:9]2)[CH:3]=1.[CH3:27][NH2:28]>CO>[CH3:27][NH:28][C:2]1[N:7]=[CH:6][N:5]=[C:4]([N:8]2[CH2:13][CH2:12][CH:11]([CH:14]3[CH2:19][CH2:18][N:17]([C:20]([O:22][C:23]([CH3:26])([CH3:25])[CH3:24])=[O:21])[CH2:16][CH2:15]3)[CH2:10][CH2:9]2)[CH:3]=1. Procedure: The tert-butyl 1′-(6-chloropyrimidin-4-yl)-4,4′-bipiperidine-1-carboxylate (19 mg, 0.05 mmol) was added to methyl amine in MeOH (1N, 2 mL) in a sealed bottle and heated to 50° C. for 2 days. The reaction crude were cooled down to r.t. and concentrated on rotavapor. The crude mixture was purified by preparative TLC with 10% methanol: dichloromethane to yield title compound. The reactants are CCO, Clc1ccc2c(Cl)cnnc2c1, O, Nc1ccc(S(=O)(=O)O)cc1. Yields the product O=S(=O)(O)c1ccc(Nc2cnnc3cc(Cl)ccc23)cc1. Reaction SMILES: [CH3:25][CH2:26][OH:27].[Cl:12][c:13]1[cH:14][n:15][n:16][c:17]2[cH:18][c:19]([Cl:23])[cH:20][cH:21][c:22]12.[OH2:24].[S:1](=[O:2])([c:3]1[cH:4][cH:5][c:6]([NH2:9])[cH:7][cH:8]1)(=[O:10])[OH:11]>>[S:1](=[O:2])([c:3]1[cH:4][cH:5][c:6]([NH:9][c:13]2[cH:14][n:15][n:16][c:17]3[cH:18][c:19]([Cl:23])[cH:20][cH:21][c:22]23)[cH:7][cH:8]1)(=[O:10])[OH:11].